Dataset: the Open Reaction Database (ORD), a public repository of structured organic reaction records. Task: describe an organic reaction: reactants, conditions, products, and yield Reactants: CCC1(O)C(=O)OCc2c1cc1n(c2=O)Cc2c-1nc1ccccc1c2CC[Si](C)(C)CI, OCCS. The product is CCC1(O)C(=O)OCc2c1cc1n(c2=O)Cc2c-1nc1ccccc1c2CC[Si](C)(C)CSCCO. RXN SMILES: [I:1][CH2:2][Si:3]([CH2:4][CH2:5][c:6]1[c:7]2[c:8]([n:9][c:10]3[c:18]1[CH2:17][n:16]1[c:11]-3[cH:12][c:13]3[c:14]([c:15]1=[O:19])[CH2:20][O:21][C:22](=[O:27])[C:23]3([OH:24])[CH2:25][CH3:26])[cH:28][cH:29][cH:30][cH:31]2)([CH3:32])[CH3:33].[SH:34][CH2:35][CH2:36][OH:37]>>[CH2:2]([Si:3]([CH2:4][CH2:5][c:6]1[c:7]2[c:8]([n:9][c:10]3[c:18]1[CH2:17][n:16]1[c:11]-3[cH:12][c:13]3[c:14]([c:15]1=[O:19])[CH2:20][O:21][C:22](=[O:27])[C:23]3([OH:24])[CH2:25][CH3:26])[cH:28][cH:29][cH:30][cH:31]2)([CH3:32])[CH3:33])[S:34][CH2:35][CH2:36][OH:37].